This data is from the Open Reaction Database (ORD), a public repository of structured organic reaction records. The task is: describe an organic reaction: reactants, conditions, products, and yield Reactants: O=C1N(C(C2=CC=CC=C12)=O)OCC(=O)N (2-(1,3-dioxoisoindolin-2-yloxy)acetamide), O=C1N(C(C2=CC=CC=C12)=O)OCC(=O)N (2-(1,3-dioxoisoindolin-2-yloxy)acetamide), O.NN (hydrazine monohydrate), CO (methanol), N1=CC=CC2=CC(=CC=C12)CC1=NN=C2N1N=C(C=C2)C(C)=O (1-(3-(Quinolin-6-ylmethyl)-[1,2,4]triazolo[4,3-b]pyridazin-6-yl)ethanone). The solvent is C(C)(=O)O (acetic acid). Conditions: temperature 95 celsius, time 8 hour. The product is N1=CC=CC2=CC(=CC=C12)CC1=NN=C2N1N=C(C=C2)\C(\C)=N\OCC(=O)N ((E)-2-(1-(3-(Quinolin-6-ylmethyl)-[1,2,4]triazolo[4,3-b]pyridazin-6-yl)ethylidene-aminooxy)acetamide). RXN SMILES: O=[C:2]1[C:10]2C(=CC=CC=2)C(=O)[N:3]1[O:12][CH2:13][C:14]([NH2:16])=[O:15].O.NN.CO.[N:22]1[C:31]2[C:26](=[CH:27][C:28]([CH2:32][C:33]3[N:37]4[N:38]=[C:39](C(=O)C)[CH:40]=[CH:41][C:36]4=[N:35][N:34]=3)=[CH:29][CH:30]=2)[CH:25]=[CH:24][CH:23]=1>C(O)(=O)C>[N:22]1[C:31]2[C:26](=[CH:27][C:28]([CH2:32][C:33]3[N:37]4[N:38]=[C:39](/[C:2](=[N:3]/[O:12][CH2:13][C:14]([NH2:16])=[O:15])/[CH3:10])[CH:40]=[CH:41][C:36]4=[N:35][N:34]=3)=[CH:29][CH:30]=2)[CH:25]=[CH:24][CH:23]=1 |f:1.2|. Reported procedure: A microwave tube was charged with 2-(1,3-dioxoisoindolin-2-yloxy)acetamide (intermediate V) (166 mg, 0.76 mmol), hydrazine monohydrate (34.4 mg, 0.69 mmol) and 2 mL of methanol. It was heated at 95° C. for 12 h under microwave irradiation. After cooling, solid was removed by filtration and the solution was concentrated under reduced pressure. The residue was diluted with methanol, then 1-(3-(quinolin-6-ylmethyl)-[1,2,4]triazolo[4,3-b]pyridazin-6-yl)ethanone (41.2) (32 mg, 0.105 mmol) and 0.3 mL ... RXN SMILES: C(O[C:4]([C:6]1[C:7]([OH:26])=[C:8]2[CH:16]=[CH:15][N:14]([CH2:17][C:18]3[CH:23]=[CH:22][CH:21]=[C:20]([O:24][CH3:25])[CH:19]=3)[C:9]2=[C:10]([C:12]#[N:13])[N:11]=1)=[O:5])C.[NH2:27][CH2:28][C:29]([OH:31])=[O:30].C[O-].[Na+].CO>>[C:12]([C:10]1[N:11]=[C:6]([C:4]([NH:27][CH2:28][C:29]([OH:31])=[O:30])=[O:5])[C:7]([OH:26])=[C:8]2[CH:16]=[CH:15][N:14]([CH2:17][C:18]3[CH:23]=[CH:22][CH:21]=[C:20]([O:24][CH3:25])[CH:19]=3)[C:9]=12)#[N:13] |f:2.3.4|. Procedure details: Prepared in analogy to that of Example 1(e) from 7-cyano-1-(3-methoxy-benzyl)-4-hydroxy-1H-pyrrolo[2,3-c]pyridine-5-carboxylic acid ethyl ester, glycine and NaOMe/HOMe. The title compound, ESI MS (m/z): 381 (M+H)+. Product: C(#N)C=1N=C(C(=C2C1N(C=C2)CC2=CC(=CC=C2)OC)O)C(=O)NCC(=O)O ({[7-Cyano-1-(3-methoxy-benzyl)-4-hydroxy-1H-pyrrolo[2,3-c]pyridine-5-carbonyl]-amino}-acetic acid). The reactants are C(C)OC(=O)C=1C(=C2C(=C(N1)C#N)N(C=C2)CC2=CC(=CC=C2)OC)O (7-cyano-1-(3-methoxy-benzyl)-4-hydroxy-1H-pyrrolo[2,3-c]pyridine-5-carboxylic acid ethyl ester), NCC(=O)O (glycine), C[O-].[Na+].CO (NaOMe HOMe). The reactants are Cc1nn(C)c(C)c1C(=O)Nc1ccc(C(C(F)(F)F)C(F)(F)F)c(CC(C)C)c1, CC(=O)Cl, Cl, [H-], [Na+], C1CCOC1. Product: CC(=O)N(C(=O)c1c(C)nn(C)c1C)c1ccc(C(C(F)(F)F)C(F)(F)F)c(CC(C)C)c1. Reaction SMILES: [CH2:3]([CH:4]([CH3:5])[CH3:6])[c:7]1[cH:8][c:9]([NH:22][C:23](=[O:24])[c:25]2[c:26]([CH3:32])[n:27][n:28]([CH3:31])[c:29]2[CH3:30])[cH:10][cH:11][c:12]1[CH:13]([C:14]([F:15])([F:16])[F:17])[C:18]([F:19])([F:20])[F:21].[CH3:33][C:34]([Cl:35])=[O:36].[ClH:37].[H-:1].[Na+:2].[O:38]1[CH2:39][CH2:40][CH2:41][CH2:42]1>>[CH2:3]([CH:4]([CH3:5])[CH3:6])[c:7]1[cH:8][c:9]([N:22]([C:23](=[O:24])[c:25]2[c:26]([CH3:32])[n:27][n:28]([CH3:31])[c:29]2[CH3:30])[C:34]([CH3:33])=[O:36])[cH:10][cH:11][c:12]1[CH:13]([C:14]([F:15])([F:16])[F:17])[C:18]([F:19])([F:20])[F:21].